The task is: describe an organic reaction: reactants, conditions, products, and yield. This data is from the Open Reaction Database (ORD), a public repository of structured organic reaction records. Starting materials: C(Cl)Cl (CH2Cl2), C(=O)([O-])[O-].[Na+].[Na+] (Na2CO3), C(Cl)Cl (CH2Cl2), BrC=1C=CC=2N(C1)C(=NN2)C(C=2C=CC=1N(N2)C=C(N1)N(C(=O)C1CC1)C(=O)C1CC1)(F)F (N-(6-((6-bromo-[1,2,4]triazolo[4,3-a]pyridin-3-yl)difluoromethyl)imidazo[1,2-b]pyridazin-2-yl)-N-(cyclopropanecarbonyl)cyclopropanecarboxamide), CN1N=CC(=C1)B1OC(C(O1)(C)C)(C)C (1-methyl-4-(4,4,5,5-tetramethyl-1,3,2-dioxaborolan-2-yl)-1H-pyrazole). Reagents/catalysts: C1=CC=C(C=C1)P([C-]2C=CC=C2)C3=CC=CC=C3.C1=CC=C(C=C1)P([C-]2C=CC=C2)C3=CC=CC=C3.Cl[Pd]Cl.[Fe+2] (PdCl2(dppf)). Solvent: O1CCOCC1 (dioxane). Conditions: time 1 hour. Yields the product FC(C=1C=CC=2N(N1)C=C(N2)NC(=O)C2CC2)(C2=NN=C1N2C=C(C=C1)C=1C=NN(C1)C)F (N-(6-(Difluoro(6-(1-methyl-1H-pyrazol-4-yl)-[1,2,4]triazolo[4,3-a]pyridin-3-yl)methyl)imidazo[1,2-b]pyridazin-2-yl)cyclopropanecarboxamide), Cl.FC(C=1C=CC=2N(N1)C=C(N2)NC(=O)C2CC2)(C2=NN=C1N2C=C(C=C1)C=1C=NN(C1)C)F (N-(6-(Difluoro(6-(1-methyl-1H-pyrazol-4-yl)-[1,2,4]triazolo[4,3-a]pyridin-3-yl)methyl)imidazo[1,2-b]pyridazin-2-yl)cyclopropanecarboxamide hydrochloride). Yield: 38.0%. RXN SMILES: Br[C:2]1[CH:3]=[CH:4][C:5]2[N:6]([C:8]([C:11]([F:33])([F:32])[C:12]3[CH:13]=[CH:14][C:15]4[N:16]([CH:18]=[C:19]([N:21]([C:27]([CH:29]5[CH2:31][CH2:30]5)=[O:28])[C:22]([CH:24]5[CH2:26][CH2:25]5)=[O:23])[N:20]=4)[N:17]=3)=[N:9][N:10]=2)[CH:7]=1.[CH3:34][N:35]1[CH:39]=[C:38](B2OC(C)(C)C(C)(C)O2)[CH:37]=[N:36]1.C([O-])([O-])=O.[Na+].[Na+].C(Cl)[Cl:56]>O1CCOCC1.C1C=CC(P(C2C=CC=CC=2)[C-]2C=CC=C2)=CC=1.C1C=CC(P(C2C=CC=CC=2)[C-]2C=CC=C2)=CC=1.Cl[Pd]Cl.[Fe+2]>[F:33][C:11]([F:32])([C:8]1[N:6]2[CH:7]=[C:2]([C:38]3[CH:37]=[N:36][N:35]([CH3:34])[CH:39]=3)[CH:3]=[CH:4][C:5]2=[N:10][N:9]=1)[C:12]1[CH:13]=[CH:14][C:15]2[N:16]([CH:18]=[C:19]([NH:21][C:27]([CH:29]3[CH2:31][CH2:30]3)=[O:28])[N:20]=2)[N:17]=1.[ClH:56].[F:33][C:11]([F:32])([C:8]1[N:6]2[CH:7]=[C:2]([C:38]3[CH:37]=[N:36][N:35]([CH3:34])[CH:39]=3)[CH:3]=[CH:4][C:5]2=[N:10][N:9]=1)[C:12]1[CH:13]=[CH:14][C:15]2[N:16]([CH:18]=[C:19]([NH:21][C:22]([CH:24]3[CH2:26][CH2:25]3)=[O:23])[N:20]=2)[N:17]=1 |f:2.3.4,7.8.9.10,12.13|. Procedure details: A mixture of N-(6-((6-bromo-[1,2,4]triazolo[4,3-a]pyridin-3-yl)difluoromethyl)imidazo[1,2-b]pyridazin-2-yl)-N-(cyclopropanecarbonyl)cyclopropanecarboxamide (0.6 g, 1.16 mmol), 1-methyl-4-(4,4,5,5-tetramethyl-1,3,2-dioxaborolan-2-yl)-1H-pyrazole (0.242 g, 1.162 mmol), and PdCl2(dppf):CH2Cl2 (0.048 g, 0.058 mmol) in dioxane (10 mL)/2N Na2CO3 (5 mL) was heated in a microwave at 110° C. for 30 min. This reaction was repeated 4 times and reaction mixtures were combined. The reaction was diluted with ... Reactants: CN(C)C=O, COc1cc(C(C)=O)ccc1OCCCl, Cl, Fc1ccc2c(C3CCNCC3)noc2c1, [K+], [K+], O=C([O-])[O-], O. Product: COc1cc(C(C)=O)ccc1OCC(C)N1CCC(c2noc3cc(F)ccc23)CC1. Reaction SMILES: [CH3:39][N:40]([CH3:41])[CH:42]=[O:43].[Cl:24][CH2:25][CH2:26][O:27][c:28]1[c:29]([O:37][CH3:38])[cH:30][c:31]([C:34]([CH3:35])=[O:36])[cH:32][cH:33]1.[ClH:1].[F:2][c:3]1[cH:4][c:5]2[c:6]([c:7]([CH:10]3[CH2:11][CH2:12][NH:13][CH2:14][CH2:15]3)[n:8][o:9]2)[cH:16][cH:17]1.[K+:18].[K+:19].[O-:20][C:21]([O-:22])=[O:23].[OH2:44]>>[F:2][c:3]1[cH:4][c:5]2[c:6]([c:7]([CH:10]3[CH2:11][CH2:12][N:13]([CH:25]([CH3:21])[CH2:26][O:27][c:28]4[c:29]([O:37][CH3:38])[cH:30][c:31]([C:34]([CH3:35])=[O:36])[cH:32][cH:33]4)[CH2:14][CH2:15]3)[n:8][o:9]2)[cH:16][cH:17]1.